From a dataset of the Open Reaction Database (ORD), a public repository of structured organic reaction records. describe an organic reaction: reactants, conditions, products, and yield Reactants: [Br-].[K+] (potassium bromide), C(=O)(O)[O-].[Na+] (NaHCO3), [O-]Cl.[Na+] (NaOCl), C(C1=CC=CC=C1)OCC(COCC1=CC=CC=C1)O (1,3-dibenzyloxy-2-propanol), [O-]Cl.[Na+] (NaOCl). The reagents and catalysts are CC1(CCCC(N1[O])(C)C)C (TEMPO). Solvent: O (water), ClCCl (dichloromethane). Run at temperature -10 celsius. Product: C1(=CC=CC=C1)COCC(COCC1=CC=CC=C1)=O (1,3-Bis[(phenylmethyl)oxy]-2-propanone). Yield: 179.5%. Reaction SMILES: [CH2:1]([O:8][CH2:9][CH:10]([OH:20])[CH2:11][O:12][CH2:13][C:14]1[CH:19]=[CH:18][CH:17]=[CH:16][CH:15]=1)[C:2]1[CH:7]=[CH:6][CH:5]=[CH:4][CH:3]=1.[Br-].[K+].[O-]Cl.[Na+].C([O-])(O)=O.[Na+]>ClCCl.O.CC1(C)N([O])C(C)(C)CCC1>[C:14]1([CH2:13][O:12][CH2:11][C:10](=[O:20])[CH2:9][O:8][CH2:1][C:2]2[CH:7]=[CH:6][CH:5]=[CH:4][CH:3]=2)[CH:15]=[CH:16][CH:17]=[CH:18][CH:19]=1 |f:1.2,3.4,5.6,^1:38|. Reported procedure: A solution of 1,3-dibenzyloxy-2-propanol (500 g, 1.84 mol 1.0 eq.), TEMPO (5.5 g, 0.034 mol) in dichloromethane (1.25 L) was placed in a 10 L flange flask fitted with overhead stirrer. A solution of potassium bromide (48 g, 0.40 mol) in water (185 ml) was added and the reaction stirred and cooled to −10° C. A 14% aqueous NaOCl solution was diluted to 1M (2145 g diluted to 4050 ml). The pH of this solution was then adjusted to 9.5 by dissolving NaHCO3 (80 g) immediately before use. This NaOCl sol... RXN SMILES: [CH2:1]([CH2:2][CH3:3])[N:4]([C:5](=[O:6])[c:7]1[cH:8][c:9]([C:10](=[O:11])[OH:12])[cH:13][c:14](-[c:16]2[s:17][cH:18][cH:19][n:20]2)[cH:15]1)[CH2:21][CH2:22][CH3:23].[CH2:67]([Cl:68])[CH2:69][Cl:70].[CH3:60][N:61]1[CH2:62][CH2:63][O:64][CH2:65][CH2:66]1.[CH3:71][N:72]([CH3:73])[CH:74]=[O:75].[ClH:24].[ClH:25].[NH2:26][CH:27]([CH:28]([CH2:29][NH:30][CH2:31][c:32]1[cH:33][c:34]([CH2:38][CH3:39])[cH:35][cH:36][cH:37]1)[OH:40])[CH2:41][c:42]1[cH:43][c:44]([F:49])[cH:45][c:46]([F:48])[cH:47]1.[OH2:76].[OH:50][n:51]1[c:52]2[c:53]([cH:54][cH:55][cH:56][cH:57]2)[n:58][n:59]1>>[CH2:1]([CH2:2][CH3:3])[N:4]([C:5](=[O:6])[c:7]1[cH:8][c:9]([C:10](=[O:12])[NH:26][CH:27]([CH:28]([CH2:29][NH:30][CH2:31][c:32]2[cH:33][c:34]([CH2:38][CH3:39])[cH:35][cH:36][cH:37]2)[OH:40])[CH2:41][c:42]2[cH:43][c:44]([F:49])[cH:45][c:46]([F:48])[cH:47]2)[cH:13][c:14](-[c:16]2[s:17][cH:18][cH:19][n:20]2)[cH:15]1)[CH2:21][CH2:22][CH3:23]. Starting materials: CCCN(CCC)C(=O)c1cc(C(=O)O)cc(-c2nccs2)c1, ClCCCl, CN1CCOCC1, CN(C)C=O, Cl, Cl, CCc1cccc(CNCC(O)C(N)Cc2cc(F)cc(F)c2)c1, O, On1nnc2ccccc21. The product is CCCN(CCC)C(=O)c1cc(C(=O)NC(Cc2cc(F)cc(F)c2)C(O)CNCc2cccc(CC)c2)cc(-c2nccs2)c1.